From a dataset of the Open Reaction Database (ORD), a public repository of structured organic reaction records. describe an organic reaction: reactants, conditions, products, and yield Reactants: B(Br)(Br)Br (boron tribromide), ClC1=C(C=C2C=C(NC2=C1)C(NC(C(F)(F)F)C1=CC(=CC=C1)C(F)(F)F)=O)C(=O)OCC (Ethyl 6-chloro-2-({2,2,2-trifluoro-1-[3-(trifluoromethyl)phenyl]ethyl}carbamoyl)-1H-indole-5-carboxylate), O (Water). Solvent: ClCCl (dichloromethane), ClCCl (dichloromethane). Conditions: temperature -10 celsius, time 1 hour. The product is ClC1=C(C=C2C=C(NC2=C1)C(NC(C(F)(F)F)C1=CC(=CC=C1)C(F)(F)F)=O)C(=O)O (6-chloro-2-({2,2,2-trifluoro-1-[3-(trifluoromethyl)phenyl]ethyl}carbamoyl)-1H-indole-5-carboxylic acid). Isolated yield 79.6%. As a reaction SMILES: [Cl:1][C:2]1[CH:10]=[C:9]2[C:5]([CH:6]=[C:7]([C:11](=[O:28])[NH:12][CH:13]([C:18]3[CH:23]=[CH:22][CH:21]=[C:20]([C:24]([F:27])([F:26])[F:25])[CH:19]=3)[C:14]([F:17])([F:16])[F:15])[NH:8]2)=[CH:4][C:3]=1[C:29]([O:31]CC)=[O:30].B(Br)(Br)Br.O>ClCCl>[Cl:1][C:2]1[CH:10]=[C:9]2[C:5]([CH:6]=[C:7]([C:11](=[O:28])[NH:12][CH:13]([C:18]3[CH:23]=[CH:22][CH:21]=[C:20]([C:24]([F:27])([F:26])[F:25])[CH:19]=3)[C:14]([F:16])([F:15])[F:17])[NH:8]2)=[CH:4][C:3]=1[C:29]([OH:31])=[O:30]. Procedure: Ethyl 6-chloro-2-({2,2,2-trifluoro-1-[3-(trifluoromethyl)phenyl]ethyl}carbamoyl)-1H-indole-5-carboxylate (2.90 g, 5.0 mmol, 85% pure) was dissolved in 5 ml of dichloromethane and a solution of boron tribromide in dichloromethane (27.5 ml, 27.5 mmol) was added dropwise at −10° C. The reaction mixture was stirred at −10° C. for 1 h and then at room temperature for 2 h. Water was added and the precipitated solid was filtered off with suction and dried. 1.85 g (79% of theory) of 6-chloro-2-({2,2,2-t... Reactants: [BH3-]C#N, COc1cc2c(cc1OC)CC(=O)N(CCCNCCCNc1ccccc1)CC2, [Na+]. The product is COc1cc2c(cc1OC)CC(=O)N(CCCN(C)CCCNc1ccccc1)CC2. As a reaction SMILES: [C:31]([BH3-:32])#[N:33].[CH3:1][O:2][c:3]1[cH:4][c:5]2[c:6]([cH:27][c:28]1[O:29][CH3:30])[CH2:7][C:8](=[O:26])[N:9]([CH2:12][CH2:13][CH2:14][NH:15][CH2:16][CH2:17][CH2:18][NH:19][c:20]1[cH:21][cH:22][cH:23][cH:24][cH:25]1)[CH2:10][CH2:11]2.[Na+:34]>>[CH3:1][O:2][c:3]1[cH:4][c:5]2[c:6]([cH:27][c:28]1[O:29][CH3:30])[CH2:7][C:8](=[O:26])[N:9]([CH2:12][CH2:13][CH2:14][N:15]([CH2:16][CH2:17][CH2:18][NH:19][c:20]1[cH:21][cH:22][cH:23][cH:24][cH:25]1)[CH3:31])[CH2:10][CH2:11]2.